describe an organic reaction: reactants, conditions, products, and yield From a dataset of the Open Reaction Database (ORD), a public repository of structured organic reaction records. The reactants are CC(=O)C (acetone), C=C1CC(=O)O1 (diketene). The product is C=C1CC(=O)O1 (diketene), CC1=CC(=O)OC(O1)(C)C (2,2,6-trimethyl-1,3-dioxen-4-one). Reaction SMILES: [CH2:1]=[C:2]1[O:6][C:4](=[O:5])[CH2:3]1.[CH3:7][C:8]([CH3:10])=[O:9]>>[CH2:1]=[C:2]1[O:6][C:4](=[O:5])[CH2:3]1.[CH3:1][C:2]1[O:6][C:8]([CH3:10])([CH3:7])[O:9][C:4](=[O:5])[CH:3]=1. Procedure details: Carroll and Bader (M. F. Carroll and A. R. Bader, J. Am. Chem. Soc., Vol. 75, 5400-5402(1953)) disclose the acidcatalyzed reactions of diketene with ketones which yielded 2,2-disubstituted-4-methyl-6-keto-1,3-dioxenes, many reactions of which dioxenes paralleled those of diketene. The adduct of diketene with acetone yielded 2,2,6-trimethyl-1,3-dioxen-4-one (TKD); the reactions of TKD with methanol or 1-butanol to yield methyl acetoacetate or n-butyl acetoacetate are exemplified. The reactants are C(C(C)C)N (isobutylamine), C(C)(C)(C)OC(NC(CC1=CC=CC=C1)C1OC1)=O ((1-Oxiranyl-2-phenyl-ethyl)-carbamic acid tert-butyl ester). Yields the product C(C)(C)(C)OC(NC(C(CNCC(C)C)O)CC1=CC=CC=C1)=O ((1-Benzyl-2-hydroxy-3-isobutylamino-propyl)-carbamic acid tert-butyl ester). RXN SMILES: [CH2:1]([NH2:5])[CH:2]([CH3:4])[CH3:3].[C:6]([O:10][C:11](=[O:24])[NH:12][CH:13]([CH:21]1[CH2:23][O:22]1)[CH2:14][C:15]1[CH:20]=[CH:19][CH:18]=[CH:17][CH:16]=1)([CH3:9])([CH3:8])[CH3:7]>>[C:6]([O:10][C:11](=[O:24])[NH:12][CH:13]([CH2:14][C:15]1[CH:20]=[CH:19][CH:18]=[CH:17][CH:16]=1)[CH:21]([OH:22])[CH2:23][NH:5][CH2:1][CH:2]([CH3:4])[CH3:3])([CH3:7])([CH3:8])[CH3:9]. Procedure: To 154.4 Kg isobutylamine, (1-Oxiranyl-2-phenyl-ethyl)-carbamic acid tert-butyl ester (53.3 Kg) was added, and then the solution was heated under reflux. Under reduced pressure, isobutylamine was removed from the reaction mixture, and then replaced by toluene.